Dataset: the Open Reaction Database (ORD), a public repository of structured organic reaction records. Task: describe an organic reaction: reactants, conditions, products, and yield Starting materials: CC(=O)Nc1ccc(O)cc1, CC(C)O, OC(CCl)CCCl, [Na+], [OH-], O. Yields the product CC(=O)Nc1ccc(OCC(O)CCCl)cc1. As a reaction SMILES: [C:10]([CH3:11])(=[O:12])[NH:13][c:14]1[cH:15][cH:16][c:17]([OH:20])[cH:18][cH:19]1.[CH3:21][CH:22]([OH:23])[CH3:24].[Cl:1][CH2:2][CH:3]([CH2:4][CH2:5][Cl:6])[OH:7].[Na+:9].[OH-:8].[OH2:25]>>[CH2:2]([CH:3]([CH2:4][CH2:5][Cl:6])[OH:7])[O:20][c:17]1[cH:16][cH:15][c:14]([NH:13][C:10]([CH3:11])=[O:12])[cH:19][cH:18]1. Reactants: Intermediate 2, TEA, FC1=C(C=C(C(=O)N(CC(F)(F)F)CC(F)(F)F)C=C1)[N+](=O)[O-] (4-fluoro-3-nitro-N,N-bis(2,2,2-trifluoroethyl)benzamide), NCC1N(CCOC1)C(=O)OC(C)(C)C (tert-butyl 3-(aminomethyl)morpholine-4-carboxylate). Solvent: CCO (EtOH). The product is FC(CN(C(=O)C1=CC(=C(C=C1)NCC1N(CCOC1)C(=O)OC(C)(C)C)[N+](=O)[O-])CC(F)(F)F)(F)F (tert-Butyl 3-{[(4-{[bis(2,2,2-trifluoroethyl)amino]carbonyl}-2-nitrophenyl)amino]methyl}morpholine-4-carboxylate). Reaction SMILES: F[C:2]1[CH:20]=[CH:19][C:5]([C:6]([N:8]([CH2:14][C:15]([F:18])([F:17])[F:16])[CH2:9][C:10]([F:13])([F:12])[F:11])=[O:7])=[CH:4][C:3]=1[N+:21]([O-:23])=[O:22].[NH2:24][CH2:25][CH:26]1[CH2:31][O:30][CH2:29][CH2:28][N:27]1[C:32]([O:34][C:35]([CH3:38])([CH3:37])[CH3:36])=[O:33]>CCO>[F:11][C:10]([F:13])([F:12])[CH2:9][N:8]([CH2:14][C:15]([F:17])([F:18])[F:16])[C:6]([C:5]1[CH:19]=[CH:20][C:2]([NH:24][CH2:25][CH:26]2[CH2:31][O:30][CH2:29][CH2:28][N:27]2[C:32]([O:34][C:35]([CH3:38])([CH3:37])[CH3:36])=[O:33])=[C:3]([N+:21]([O-:23])=[O:22])[CH:4]=1)=[O:7]. Reported procedure: Following the general procedure for Intermediate 2 using 4-fluoro-3-nitro-N,N-bis(2,2,2-trifluoroethyl)benzamide (213 mg, 0.612 mmol) and tert-butyl 3-(aminomethyl)morpholine-4-carboxylate (160 mg, 0.734 mmol) in 10 mL of EtOH containing TEA (0.130 mL, 0.918 mmol). The product was purified by flash chromatography on silica gel using 2:1/hexanes:EtOAc as eluent. Yield: 304 mg (91%); 1H NMR (400 MHz, CHLOROFORM-D) δ 1.49 (s, 9H), 3.17 (m, 1H), 3.52 (m, 1H), 3.64 (m, 3H), 3.92 (m, 2H), 4.25 (q, J=8... Conditions: time 24 hour. Procedure details: Acetic anhydride (1.2 ml, 13 mmol) was added to a solution of 2',3'-dideoxy-3'-fluorouridine (1 g, 4.34 mmol) in dry pyridine (10 ml) and the mixture was stirred at room temperature for 24 hours. Ethanol (2 ml) was added and the mixture was evaporated to dryness. Residual pyridine was removed by coevaporation with portions of ethanol and the final residue purified by silica gel column chromatography eluting with 5% MeOH/CH2Cl2 to give the title compound which was isolated following trituration w... Reactants: C(C)(=O)OC(C)=O (Acetic anhydride), F[C@H]1C[C@@H](O[C@@H]1CO)N1C(=O)NC(=O)C=C1 (2',3'-dideoxy-3'-fluorouridine), C(C)O (Ethanol). The product is C(C)(=O)OC[C@@H]1[C@H](C[C@@H](O1)N1C(=O)NC(=O)C=C1)F (5'-O-Acetyl-2',3'-dideoxy-3'-fluorouridine). Solvent: N1=CC=CC=C1 (pyridine). RXN SMILES: [C:1]([O:4][C:5](=[O:7])[CH3:6])(=O)[CH3:2].[F:8][C@@H:9]1[C@@H](CO)[O:12][C@@H:11]([N:16]2[CH:23]=[CH:22][C:20](=[O:21])[NH:19][C:17]2=[O:18])[CH2:10]1.C(O)C>N1C=CC=CC=1>[C:5]([O:4][CH2:1][C@H:2]1[O:12][C@@H:11]([N:16]2[CH:23]=[CH:22][C:20](=[O:21])[NH:19][C:17]2=[O:18])[CH2:10][C@@H:9]1[F:8])(=[O:7])[CH3:6]. Reactants: CNC1=NC2=NC=CC=C2C=C1C(=O)OCC (Ethyl 2-(methylamino)-1,8-naphthyridine-3-carboxylate), [OH-].[Na+] (NaOH). The solvent is CCO (EtOH). Conditions: temperature 40 celsius, time 5 hour. Product: CNC1=NC2=NC=CC=C2C=C1C(=O)O (2-(methylamino)-1,8-naphthyridine-3-carboxylic acid). As a reaction SMILES: [CH3:1][NH:2][C:3]1[C:12]([C:13]([O:15]CC)=[O:14])=[CH:11][C:10]2[C:5](=[N:6][CH:7]=[CH:8][CH:9]=2)[N:4]=1.[OH-].[Na+]>CCO>[CH3:1][NH:2][C:3]1[C:12]([C:13]([OH:15])=[O:14])=[CH:11][C:10]2[C:5](=[N:6][CH:7]=[CH:8][CH:9]=2)[N:4]=1 |f:1.2|. Procedure: Ethyl 2-(methylamino)-1,8-naphthyridine-3-carboxylate (58 mg, 0.25 mmol) was dissolved in EtOH. NaOH (0.75 ml, 1M aqueous solution) was added to the solution and the mixture stirred at 40° C. for 5.0 h. The organic solvent was removed under vacuo. The remaining aqueous residue was treated with HCl (1M aqueous solution) until slightly acidic and the product extracted with EtOAc. The combined organic phases were dried over MgSO4, filtered and concentrated yielding 50.0 mg (quant) of the title comp... Starting materials: ClCCl (dichloromethane), COC(=O)C=1OC(=C(C1)CSC1=CC=C(C=C1)B1OC(C(O1)(C)C)(C)C)C (5-Methyl-4-[4-(4,4,5,5-tetramethyl-[1,3,2]dioxaborolan-2-yl)-phenylsulphanylmethyl]-furan-2-carboxylic acid methyl ester), FC(OC1=CC=C(C=C1)I)F (1-difluoromethoxy-4-iodo-benzene), C([O-])([O-])=O.[Cs+].[Cs+] (cesium carbonate). Solvent: O1CCOCC1 (1,4-dioxan). Run at temperature 100 celsius. Yields the product 1v/v, COC(=O)C=1OC(=C(C1)CSC1=CC=C(C=C1)C1=CC=C(C=C1)OC(F)F)C (4-(4′-difluoromethoxy-biphenyl-4-ylsulphanylmethyl)-5-methyl-furan-2-carboxylic acid methyl ester). Yield: 60.4%. RXN SMILES: ClCCl.[CH3:4][O:5][C:6]([C:8]1[O:9][C:10]([CH3:30])=[C:11]([CH2:13][S:14][C:15]2[CH:20]=[CH:19][C:18](B3OC(C)(C)C(C)(C)O3)=[CH:17][CH:16]=2)[CH:12]=1)=[O:7].[F:31][CH:32]([F:41])[O:33][C:34]1[CH:39]=[CH:38][C:37](I)=[CH:36][CH:35]=1.C(=O)([O-])[O-].[Cs+].[Cs+]>O1CCOCC1>[CH3:4][O:5][C:6]([C:8]1[O:9][C:10]([CH3:30])=[C:11]([CH2:13][S:14][C:15]2[CH:16]=[CH:17][C:18]([C:37]3[CH:38]=[CH:39][C:34]([O:33][CH:32]([F:41])[F:31])=[CH:35][CH:36]=3)=[CH:19][CH:20]=2)[CH:12]=1)=[O:7] |f:3.4.5|. Procedure details: [1,1′-Bis(diphenylphosphino) ferrocene]dichloropalladium(II) complex with dichloromethane (1:1) (12.8 mg) was added to a degassed mixture of 5-methyl-4-[4-(4,4,5,5-tetramethyl-[1,3,2]dioxaborolan-2-yl)-phenylsulphanylmethyl]-furan-2-carboxylic acid methyl ester (151) (200 mg, 0.516 mmoles), 1-difluoromethoxy-4-iodo-benzene (153 mg, 0.568 mmoles) and 2M aqueous cesium carbonate (4.12 ml) in 1,4-dioxan (15 ml). The mixture was placed under an argon atmosphere and was heated at 100° C. for 20 hours... The reactants are NC=1C(=NC=CC1)C1=CC=CC=C1 (3-amino-2-phenylpyridine), O (Water), Cl (HCl), [H][H] (hydrogen). The reagents and catalysts are [Pt] (platinum/carbon). Run in CO (methanol). The product is N[C@@H]1[C@@H](NCCC1)C1=CC=CC=C1 (Cis-3-amino2-phenylpiperidine). Isolated yield 87.3%. RXN SMILES: [NH2:1][C:2]1[C:3]([C:8]2[CH:13]=[CH:12][CH:11]=[CH:10][CH:9]=2)=[N:4][CH:5]=[CH:6][CH:7]=1.Cl.[H][H].O>CO.[Pt]>[NH2:1][C@H:2]1[CH2:7][CH2:6][CH2:5][NH:4][C@H:3]1[C:8]1[CH:13]=[CH:12][CH:11]=[CH:10][CH:9]=1. Reported procedure: In a bottle were placed 2.65 g (15.6 mmol) of 3-amino-2-phenylpyridine, 10.6 g of 5% platinum/carbon and 106 mL of 1.5 M HCl in methanol. The mixture was shaken under an atmosphere (ca. 40 p.s.i.) of hydrogen for 2.5 hours. Water was added to the system, the mixture was filtered through a pad of diatomaceous earth and the pad was rinsed with ca. 700 mL of water. The filtrate was made basic with solid sodium hydroxide and extracted with two portions of dichloromethane. The combined organic fracti...